This data is from the Open Reaction Database (ORD), a public repository of structured organic reaction records. The task is: describe an organic reaction: reactants, conditions, products, and yield Reactants: OC1=NOC(=C1)C(=O)OC (methyl 3-hydroxyisoxazole-5-carboxylate), CN([C@H]1[C@@H](CCCC1)O)C ((±)-trans-2-(dimethylamino)cyclohexanol). RXN SMILES: [OH:1][C:2]1[CH:6]=[C:5]([C:7]([O:9][CH3:10])=[O:8])[O:4][N:3]=1.[CH3:11][N:12]([CH3:20])[C@@H:13]1[CH2:18][CH2:17][CH2:16][CH2:15][C@H:14]1O>>[CH3:11][N:12]([CH3:20])[C@@H:13]1[CH2:18][CH2:17][CH2:16][CH2:15][C@H:14]1[O:1][C:2]1[CH:6]=[C:5]([C:7]([O:9][CH3:10])=[O:8])[O:4][N:3]=1. Isolated yield 73.0%. Procedure details: The title compound was prepared in 73% yield by essentially following the procedures outlined in Example 20, Part B from methyl 3-hydroxyisoxazole-5-carboxylate and (±)-trans-2-(dimethylamino)cyclohexanol (Example 79, Part A). Product: CN([C@H]1[C@@H](CCCC1)OC1=NOC(=C1)C(=O)OC)C ((±)-Methyl 3-[[trans-2-(Dimethylamino)cyclohexyl]oxy]isoxazole-5-carboxylate). Starting materials: ClC1=CC(=C(NC2=NC=NC3=CC(=C(C=C23)OC)O)C=C1)F (4-(4-chloro-2-fluoroanilino)-7-hydroxy-6-methoxyquinazoline), C([O-])([O-])=O.[K+].[K+] (potassium carbonate), S(=O)(Cl)Cl (Thionyl chloride), OCC1=CC(=NC=C1)C (4-hydroxymethyl-2-methylpyridine). The solvent is O (water), C1(=CC=CC=C1)C (toluene), CN(C)C=O (DMF). Reaction conditions: time 2 hour. Product: ClC1=CC(=C(NC2=NC=NC3=CC(=C(C=C23)OC)OCC2=CC(=NC=C2)C)C=C1)F (4-(4-chloro-2-fluoroanilino)-6-methoxy-7-((2-methyl-4-pyridyl)methoxy)quinazoline). Isolated yield 42.7%. RXN SMILES: S(Cl)(Cl)=O.[OH:5][CH2:6][C:7]1[CH:12]=[CH:11][N:10]=[C:9]([CH3:13])[CH:8]=1.[Cl:14][C:15]1[CH:34]=[CH:33][C:18]([NH:19][C:20]2[C:29]3[C:24](=[CH:25][C:26](O)=[C:27]([O:30][CH3:31])[CH:28]=3)[N:23]=[CH:22][N:21]=2)=[C:17]([F:35])[CH:16]=1.C(=O)([O-])[O-].[K+].[K+]>C1(C)C=CC=CC=1.CN(C=O)C.O>[Cl:14][C:15]1[CH:34]=[CH:33][C:18]([NH:19][C:20]2[C:29]3[C:24](=[CH:25][C:26]([O:5][CH2:6][C:7]4[CH:12]=[CH:11][N:10]=[C:9]([CH3:13])[CH:8]=4)=[C:27]([O:30][CH3:31])[CH:28]=3)[N:23]=[CH:22][N:21]=2)=[C:17]([F:35])[CH:16]=1 |f:3.4.5|. Procedure: Thionyl chloride (0.3 ml) was added to a solution of 4-hydroxymethyl-2-methylpyridine (240 mg, 1.9 mmol) in toluene (10 ml) and the mixture stirred at ambient temperature for 2 hours. The volatiles were removed by evaporation, the residue azeotroped with toluene and dried under vacuum to give crude 4-chloromethyl-2-methylpyridine hydrochloride which was used directly. This product was then added to a mixture of 4-(4-chloro-2-fluoroanilino)-7-hydroxy-6-methoxyquinazoline (510 mg, 1.6 mmol), (prep...